This data is from the Open Reaction Database (ORD), a public repository of structured organic reaction records. The task is: describe an organic reaction: reactants, conditions, products, and yield Starting materials: O=Cc1cc(Cl)cc(Br)c1, CCOC(=O)c1ccc(N)cc1, CCO. Product: CCOC(=O)c1ccc(N=Cc2cc(Cl)cc(Br)c2)cc1. RXN SMILES: [Br:13][c:14]1[cH:15][c:16]([CH:17]=[O:18])[cH:19][c:20]([Cl:22])[cH:21]1.[CH2:1]([CH3:2])[O:3][C:4]([c:5]1[cH:6][cH:7][c:8]([NH2:11])[cH:9][cH:10]1)=[O:12].[CH3:23][CH2:24][OH:25]>>[CH2:1]([CH3:2])[O:3][C:4]([c:5]1[cH:6][cH:7][c:8]([N:11]=[CH:17][c:16]2[cH:15][c:14]([Br:13])[cH:21][c:20]([Cl:22])[cH:19]2)[cH:9][cH:10]1)=[O:12]. Reactants: C(N)(OCCCCCCCC)=O (O-octyl carbamate), n-octanol-(1), C(CCCN)CCN (1,6-hexamethylenediamine), N (ammonia). The product is C(CCCCCCC)OC(=O)NCCCCCCNC(=O)OCCCCCCCC (1,6-bis(octoxycarbonylamino)hexane), C(CCCN)CCN (1,6-hexamethylenediamine), O-octylcarbamate. RXN SMILES: [CH2:1]([CH2:6][CH2:7][NH2:8])[CH2:2][CH2:3][CH2:4][NH2:5].[C:9](=[O:20])([O:11][CH2:12][CH2:13][CH2:14][CH2:15][CH2:16][CH2:17][CH2:18][CH3:19])N.N>>[CH2:12]([O:11][C:9]([NH:5][CH2:4][CH2:3][CH2:2][CH2:1][CH2:6][CH2:7][NH:8][C:9]([O:11][CH2:12][CH2:13][CH2:14][CH2:15][CH2:16][CH2:17][CH2:18][CH3:19])=[O:20])=[O:20])[CH2:13][CH2:14][CH2:15][CH2:16][CH2:17][CH2:18][CH3:19].[CH2:1]([CH2:6][CH2:7][NH2:8])[CH2:2][CH2:3][CH2:4][NH2:5]. Procedure details: Agitated in a reaction vessel are 116 parts of 1,6-hexamethylenediamine with 346 parts of O-octyl carbamate and 2000 parts of n-octanol-(1) at a reflux temperature of 185° C.-195° C. for 16 hours while the ammonia is removed by distillation. The precipitate formed in the reaction mixture, cooled to 100° C.-110° C., is removed by filtration. The reaction product is allowed to crystallize by cooling to room temperature. By means of filtration, washing with n-octanol-(1) and drying, 236 parts of 1,...